Dataset: the Open Reaction Database (ORD), a public repository of structured organic reaction records. Task: describe an organic reaction: reactants, conditions, products, and yield Reactants: ClCCl, C=C(c1ccccc1)C(C)(C)C(=O)OC(C)(C)C, O=C(O)C(F)(F)F. Yields the product C=C(c1ccccc1)C(C)(C)C(=O)O. RXN SMILES: [CH2:26]([Cl:27])[Cl:28].[CH3:1][C:2]([C:3](=[O:4])[O:5][C:6]([CH3:7])([CH3:8])[CH3:9])([C:10](=[CH2:11])[c:12]1[cH:13][cH:14][cH:15][cH:16][cH:17]1)[CH3:18].[OH:19][C:20]([C:21]([F:22])([F:23])[F:24])=[O:25]>>[CH3:1][C:2]([C:3](=[O:4])[OH:5])([C:10](=[CH2:11])[c:12]1[cH:13][cH:14][cH:15][cH:16][cH:17]1)[CH3:18].